This data is from the Open Reaction Database (ORD), a public repository of structured organic reaction records. The task is: describe an organic reaction: reactants, conditions, products, and yield Reactants: ON=C(C(=O)NC(C(=O)OCC)C(=O)OCC)CC(C)C (diethyl N-(2-hydroxyimino-4-methylpentanoyl)aminomalonate), [OH-].[Na+] (sodium hydroxide), O (water), Cl (hydrochloric acid), Cl (hydrochloric acid). The solvent is C(C)O (ethanol). Conditions: time 4 hour. Yields the product 23.0, C(C)OC(C(C(=O)O)NC(C(CC(C)C)=NO)=O)=O (N-(2-hydroxyimino-4-methylpentanoyl)aminomalonic acid monoethyl ester). Reaction SMILES: [OH:1][N:2]=[C:3]([CH2:18][CH:19]([CH3:21])[CH3:20])[C:4]([NH:6][CH:7]([C:13]([O:15]CC)=[O:14])[C:8]([O:10][CH2:11][CH3:12])=[O:9])=[O:5].[OH-].[Na+].O.Cl>C(O)C>[CH2:11]([O:10][C:8](=[O:9])[CH:7]([NH:6][C:4](=[O:5])[C:3](=[N:2][OH:1])[CH2:18][CH:19]([CH3:20])[CH3:21])[C:13]([OH:15])=[O:14])[CH3:12] |f:1.2|. Reported procedure: In to a solution of 29.19 g of diethyl N-(2-hydroxyimino-4-methylpentanoyl)aminomalonate in 200 ml of ethanol was added 2.8 g of sodium hydroxide and 200 ml of water, then the mixture was stirred at room temperature for 4 hours. The reaction mixture was neutralized with 10% hydrochloric acid, then concentrated. To the residue thus obtained was added 10% hydrochloric acid to make it acidified, then it was extracted with ethyl acetate, and the ethyl acetate layer was washed with water, an aqueous ... The reactants are [H-].[Na+] (NaH), C1CCOC1 (THF), C(\C=C/CO)O (Cis-2-Butene-1,4 diol), C1CCOC1 (THF), C(C1=CC=CC=C1)Br (benzyl bromide). Run at time 15 minute. The product is C(C1=CC=CC=C1)OC(\C=C/CO)O (1-Benzyloxy-cis-2-butene-1,4-diol). RXN SMILES: [CH2:1]([OH:6])/[CH:2]=[CH:3]\[CH2:4][OH:5].[H-].[Na+].[CH2:9](Br)[C:10]1[CH:15]=[CH:14][CH:13]=[CH:12][CH:11]=1.C1C[O:20]CC1>>[CH2:9]([O:5][CH:4]([OH:20])/[CH:3]=[CH:2]\[CH2:1][OH:6])[C:10]1[CH:15]=[CH:14][CH:13]=[CH:12][CH:11]=1 |f:1.2|. Procedure: Cis-2-Butene-1,4 diol (10 g, 0.113 mol) was dissolved in THF (50 mL) and added to a slurry containing THF (100 mL) and NaH (5.9 g, 0.246 mol, 60% dispersion). The mixture was stirred 15 minutes then benzyl bromide (14.8 mL, 0.124 mole) was added and the mixture was stirred 1.5 hours at room temperature then refluxed 3 hours and finally cooled to room temperature. The reaction mixture was quenched with 20 mL water and concentrated in vacuo to an orange oil. The oil was dissolved in ethyl acetate ... The reactants are C(C)(=O)NC=1C=C(C(=CC1)C1=CC=C(C=C1)OC)C1=CC=C(C=C1)OC (4'-acetamido-4,4"-dimethoxy-1,1':2',1"-terphenyl), [OH-].[Na+] (sodium hydroxide), amino, 2B, [OH-].[Na+] (sodium hydroxide). Solvent: C(C)O (ethanol). Yields the product NC=1C=C(C(=CC1)C1=CC=C(C=C1)OC)C1=CC=C(C=C1)OC (4'-amino-4,4"-dimethoxy-1,1':2',1"-terphenyl). RXN SMILES: C([NH:4][C:5]1[CH:6]=[C:7]([C:19]2[CH:24]=[CH:23][C:22]([O:25][CH3:26])=[CH:21][CH:20]=2)[C:8]([C:11]2[CH:16]=[CH:15][C:14]([O:17][CH3:18])=[CH:13][CH:12]=2)=[CH:9][CH:10]=1)(=O)C.[OH-].[Na+]>C(O)C>[NH2:4][C:5]1[CH:6]=[C:7]([C:19]2[CH:24]=[CH:23][C:22]([O:25][CH3:26])=[CH:21][CH:20]=2)[C:8]([C:11]2[CH:12]=[CH:13][C:14]([O:17][CH3:18])=[CH:15][CH:16]=2)=[CH:9][CH:10]=1 |f:1.2|. Reported procedure: A solution of 10.0 g. of 4'-acetamido-4,4"-dimethoxy-1,1':2',1"-terphenyl in 250 ml. of 2B ethanol and 30 ml. of 5N sodium hydroxide was allowed to reflux overnight. Another 30 ml. of 5N sodium hydroxide were added and the reaction was allowed to reflux an additional 24 hours. The solution was then treated with 23 ml. of hydrochloric acid and evaporated in vacuo. The residue was taken up in 500 ml. of diethyl ether and 500 ml. of ethyl acetate. The organic solution was washed with water until ne... Reactants: [Ag+], F[B-](F)(F)F, ClCCl, Cc1c(Nc2ccc([Si](C)(C)C)cc2F)c([N+](=O)[O-])c2n(c1=O)CCS2, ClI. Product: Cc1c(Nc2ccc(I)cc2F)c([N+](=O)[O-])c2n(c1=O)CCS2. RXN SMILES: [Ag+:37].[B-:32]([F:33])([F:34])([F:35])[F:36].[Cl:29][CH2:30][Cl:31].[F:1][c:2]1[c:3]([NH:12][c:13]2[c:14]([N+:24](=[O:25])[O-:26])[c:15]3[n:16]([c:17](=[O:20])[c:18]2[CH3:19])[CH2:21][CH2:22][S:23]3)[cH:4][cH:5][c:6]([Si:8]([CH3:9])([CH3:10])[CH3:11])[cH:7]1.[I:27][Cl:28]>>[F:1][c:2]1[c:3]([NH:12][c:13]2[c:14]([N+:24](=[O:25])[O-:26])[c:15]3[n:16]([c:17](=[O:20])[c:18]2[CH3:19])[CH2:21][CH2:22][S:23]3)[cH:4][cH:5][c:6]([I:27])[cH:7]1. The solvent is CO (methanol). Product: FC=1C=C2C(=CNC2=CC1)C(O)C1=CC=NC=C1 ((5-Fluoro-1H-indol-3-yl)-pyridin-4-yl-methanol). As a reaction SMILES: [F:1][C:2]1[CH:3]=[C:4]2[C:8](=[CH:9][CH:10]=1)[NH:7][CH:6]=[CH:5]2.[N:11]1[CH:16]=[CH:15][C:14]([CH:17]=[O:18])=[CH:13][CH:12]=1.[OH-].[Na+].O>CO>[F:1][C:2]1[CH:3]=[C:4]2[C:8](=[CH:9][CH:10]=1)[NH:7][CH:6]=[C:5]2[CH:17]([C:14]1[CH:15]=[CH:16][N:11]=[CH:12][CH:13]=1)[OH:18] |f:2.3|. Yield: 93.3%. Procedure: To a stirred solution of 5-fluoroindole (3.10 g, 23.0 mmol) in methanol (10.0 mL) was added 4-pyridinecarboxaldehyde (2.20 mL, 23.0 mmol), followed by addition of NaOH (2.5 mL, 50%) at 0° C. After stirring for 1 h at 0° C., the reaction Mixture was warmed to room temperature and stirred for 3 h, followed by the addition of water (10.0 mL). The precipitate was collected by filtration and dried under vacuum to afford 5.2 g (93%) of a light yellow solid: mp 171-173° C.; 1H NMR (DMSO, 400 MHz), 5.85... Run at temperature 0 celsius, time 1 hour. Starting materials: FC=1C=C2C=CNC2=CC1 (5-fluoroindole), N1=CC=C(C=C1)C=O (4-pyridinecarboxaldehyde), O (water), [OH-].[Na+] (NaOH). The reactants are CNC1CNC(COC)C1, CCSC1NC(=O)C(=Cc2ccc3c(cnn3Cc3ccc(Cl)cc3C(F)(F)F)c2)S1. The product is COCC1CC(N(C)C2=NC(=O)C(=Cc3ccc4c(cnn4Cc4ccc(Cl)cc4C(F)(F)F)c3)S2)CN1. RXN SMILES: [CH3:32][O:33][CH2:34][CH:35]1[CH2:36][CH:37]([NH:40][CH3:41])[CH2:38][NH:39]1.[Cl:1][c:2]1[cH:3][c:4]([C:28]([F:29])([F:30])[F:31])[c:5]([CH2:6][n:7]2[n:8][cH:9][c:10]3[cH:11][c:12]([CH:16]=[C:17]4[C:18](=[O:25])[NH:19][CH:20]([S:22][CH2:23][CH3:24])[S:21]4)[cH:13][cH:14][c:15]23)[cH:26][cH:27]1>>[Cl:1][c:2]1[cH:3][c:4]([C:28]([F:29])([F:30])[F:31])[c:5]([CH2:6][n:7]2[n:8][cH:9][c:10]3[cH:11][c:12]([CH:16]=[C:17]4[C:18](=[O:25])[N:19]=[C:20]([N:40]([CH:37]5[CH2:36][CH:35]([CH2:34][O:33][CH3:32])[NH:39][CH2:38]5)[CH3:41])[S:21]4)[cH:13][cH:14][c:15]23)[cH:26][cH:27]1. Starting materials: CC(C)(C)c1nc2cc(S(=O)(=O)Cl)ccc2n1CC1CCOCC1, CCN(C(C)C)C(C)C, CCOC(=O)C1CCCNC1. The product is CCOC(=O)C1CCCN(S(=O)(=O)c2ccc3c(c2)nc(C(C)(C)C)n3CC2CCOCC2)C1. Reaction SMILES: [C:1]([CH3:2])([CH3:3])([CH3:4])[c:5]1[n:6][c:7]2[c:8]([n:9]1[CH2:10][CH:11]1[CH2:12][CH2:13][O:14][CH2:15][CH2:16]1)[cH:17][cH:18][c:19]([S:21](=[O:22])(=[O:23])[Cl:24])[cH:20]2.[CH:36]([N:37]([CH2:38][CH3:39])[CH:40]([CH3:41])[CH3:42])([CH3:43])[CH3:44].[NH:25]1[CH2:26][CH:27]([C:31](=[O:32])[O:33][CH2:34][CH3:35])[CH2:28][CH2:29][CH2:30]1>>[C:1]([CH3:2])([CH3:3])([CH3:4])[c:5]1[n:6][c:7]2[c:8]([n:9]1[CH2:10][CH:11]1[CH2:12][CH2:13][O:14][CH2:15][CH2:16]1)[cH:17][cH:18][c:19]([S:21](=[O:22])(=[O:23])[N:25]1[CH2:26][CH:27]([C:31](=[O:32])[O:33][CH2:34][CH3:35])[CH2:28][CH2:29][CH2:30]1)[cH:20]2.